This data is from the Open Reaction Database (ORD), a public repository of structured organic reaction records. The task is: describe an organic reaction: reactants, conditions, products, and yield Starting materials: CC(C)(C)Oc1ccc(Br)cc1, C1CCOC1, CC(=O)O, CC(C)OB(OC(C)C)OC(C)C, [Li]C(C)CC, OO. Product: CC(C)(C)Oc1ccc(O)cc1. As a reaction SMILES: [Br:6][c:7]1[cH:8][cH:9][c:10]([O:13][C:14]([CH3:15])([CH3:16])[CH3:17])[cH:11][cH:12]1.[CH2:33]1[O:34][CH2:35][CH2:36][CH2:37]1.[CH3:38][C:39](=[O:40])[OH:41].[CH:18]([O:21][B:19]([O:20][CH:22]([CH3:23])[CH3:24])[O:25][CH:26]([CH3:27])[CH3:28])([CH3:29])[CH3:30].[CH:1]([Li:2])([CH2:3][CH3:4])[CH3:5].[OH:31][OH:32]>>[c:7]1([OH:21])[cH:8][cH:9][c:10]([O:13][C:14]([CH3:15])([CH3:16])[CH3:17])[cH:11][cH:12]1. The reactants are [OH-].[Na+] (sodium hydroxide), N1C=C(C2=CC=CC=C12)C(=O)O (indole-3-carboxylic acid), BrCC1CC1 ((bromomethyl)cyclopropane). Run in CC(=O)C (acetone), O (water). Conditions: time 24 hour. Yields the product C1(CC1)CN1C=C(C2=CC=CC=C12)C(=O)O (1-Cyclopropylmethyl-1H-indole-3-carboxylic acid). RXN SMILES: [OH-].[Na+].[NH:3]1[C:11]2[C:6](=[CH:7][CH:8]=[CH:9][CH:10]=2)[C:5]([C:12]([OH:14])=[O:13])=[CH:4]1.Br[CH2:16][CH:17]1[CH2:19][CH2:18]1>CC(C)=O.O>[CH:17]1([CH2:16][N:3]2[C:11]3[C:6](=[CH:7][CH:8]=[CH:9][CH:10]=3)[C:5]([C:12]([OH:14])=[O:13])=[CH:4]2)[CH2:19][CH2:18]1 |f:0.1|. Procedure details: Powdered sodium hydroxide (10 g) was added cautiously to a stirred solution of indole-3-carboxylic acid (5 g) and (bromomethyl)cyclopropane (10 g) in dry acetone (50 ml). The mixture was stirred for 24 hours at room temperature then diluted with water (250 ml) and washed with dichloromethane (2×100 ml). The aqueous phase acidified to pH 2 and the precipitate isolated and dried (6.3 g), m.p. 157° C.; δH (360 MHz, CDCl3) 0.02-0.04 (2H, m, CH2), 0.18-0.28 (2H, m, CH2), 0.83-0.89 (1H, m, CH), 3.57 (... Reactants: C(C)(C)(C)OC(=O)N1CCC(CC1)C(=O)O (1-tert.-butyloxycarbonyl-piperidine-4-carboxylic acid), Cl.CN(CCCN=C=NCC)C (1-(3-dimethylaminopropyl)-3-ethylcarbodiimide, hydrochloride), solution, CC(CO)=C (2-methyl-2-propen-1-ol). Reagents/catalysts: CN(C)C=1C=CN=CC1 (DMAP). Run in C(Cl)Cl (DCM). Yields the product CC(COC(=O)C1CCN(CC1)C(=O)OC(C)(C)C)=C (Piperidine-1,4-dicarboxylic acid 1-tert-butyl ester 4-(2-methyl-allyl) ester). RXN SMILES: [C:1]([O:5][C:6]([N:8]1[CH2:13][CH2:12][CH:11]([C:14]([OH:16])=[O:15])[CH2:10][CH2:9]1)=[O:7])([CH3:4])([CH3:3])[CH3:2].Cl.CN(C)CCCN=C=NCC.[CH3:29][C:30](=[CH2:33])[CH2:31]O>CN(C1C=CN=CC=1)C.C(Cl)Cl>[CH3:31][C:30](=[CH2:29])[CH2:33][O:15][C:14]([CH:11]1[CH2:12][CH2:13][N:8]([C:6]([O:5][C:1]([CH3:4])([CH3:2])[CH3:3])=[O:7])[CH2:9][CH2:10]1)=[O:16] |f:1.2|. Reported procedure: Under inert condition a 500 mL round bottom flask with a magnetic stirrer was charged with 6.87 g (30 mmol) of 1-tert.-butyloxycarbonyl-piperidine-4-carboxylic acid, 110 mg (0.09 mmol) DMAP and 11.5 g (60 mmol) 1-(3-dimethylaminopropyl)-3-ethylcarbodiimide, hydrochloride and 150 mL DCM. To the light yellow solution 3.25 g (45 mmol) 2-methyl-2-propen-1-ol was added. The reaction mixture was stirred over night at room temperature. The mixture was concentrated under vacuum, isolute-HM-N was added a... Starting materials: C(C)(=O)NC=CSCC1=CC=CC=C1 (1-acetamido-2-benzylthioethene), C[C@H]1CC[C@@H]([C@H](C1)O)C(C)C (D-menthol), C(C)(=O)NC=CSCC1=CC=CC=C1 (1-acetamido-2-benzylthioethene), C(C1=CC=CC=C1)SCC=O (2-(benzylthio)acetaldehyde), C(C)(=O)N (acetamide). The reagents and catalysts are Cl[Pd]([P](C1=CC=CC=C1)(C2=CC=CC=C2)C3=CC=CC=C3)([P](C4=CC=CC=C4)(C5=CC=CC=C5)C6=CC=CC=C6)Cl ((PPh3)2PdCl2). Run in C1CCOC1 (THF). Run at temperature 250 celsius. The product is L- and D-cysteine, C(C1=CC=CC=C1)O (benzyl alcohol), C[C@H]1CC[C@@H]([C@H](C1)O)C(C)C (D-menthol). RXN SMILES: [CH2:1](SCC=O)[C:2]1[CH:7]=[CH:6][CH:5]=[CH:4][CH:3]=1.C(N)(=[O:14])C.C(NC=CSCC1C=CC=CC=1)(=O)C.[CH3:30][C@@H:31]1[CH2:36][C@H:35]([OH:37])[C@@H:34]([CH:38]([CH3:40])[CH3:39])[CH2:33][CH2:32]1>Cl[Pd](Cl)([P](C1C=CC=CC=1)(C1C=CC=CC=1)C1C=CC=CC=1)[P](C1C=CC=CC=1)(C1C=CC=CC=1)C1C=CC=CC=1.C1COCC1>[CH2:1]([OH:14])[C:2]1[CH:7]=[CH:6][CH:5]=[CH:4][CH:3]=1.[CH3:30][C@@H:31]1[CH2:36][C@H:35]([OH:37])[C@@H:34]([CH:38]([CH3:40])[CH3:39])[CH2:33][CH2:32]1 |^1:43,62|. Procedure: 0.10 mol of 2-(benzylthio)acetaldehyde and 0.20 mol of acetamide are heated together at 100° C. with stirring, and the product solid is heated in a sublimator at 250° C. and 1 mm Hg until formation of the enamide 1-acetamido-2-benzylthioethene is complete. A 70 mL stainless steel high pressure reactor fitted with a Pyrex glass liner and magnetic stir bar is charged with THF (5 mL), D-menthol (0.5 mmol), (PPh3)2PdCl2 (36 mg, 0.05 mmol), and 1-acetamido-2-benzylthioethene (0.5 mmol). The reactor i... Conditions: time 8 hour. Procedure: 176 grams of 4-hydroxy-3,5-di-tert-butyl-benzyl alcohol was slurried in 350 ml of hexane. 240 cc of concentrated HCl was added to the slurry and stirred overnight. The two phases were allowed to separate and the hexane phase washed twice with water. The dried hexane was then extracted with magnesium sulfate and filtered. Rotofilm evaporation yielded 168 grams of product--a pungent yellow liquid. RXN SMILES: [OH:1][C:2]1[C:9]([C:10]([CH3:13])([CH3:12])[CH3:11])=[CH:8][C:5]([CH2:6]O)=[CH:4][C:3]=1[C:14]([CH3:17])([CH3:16])[CH3:15].[ClH:18]>CCCCCC>[OH:1][C:2]1[C:9]([C:10]([CH3:13])([CH3:12])[CH3:11])=[CH:8][C:5]([CH2:6][Cl:18])=[CH:4][C:3]=1[C:14]([CH3:17])([CH3:16])[CH3:15]. The reactants are OC1=C(C=C(CO)C=C1C(C)(C)C)C(C)(C)C (4-hydroxy-3,5-di-tert-butyl-benzyl alcohol), Cl (HCl). The product is OC1=C(C=C(CCl)C=C1C(C)(C)C)C(C)(C)C (4-hydroxy-3,5-di-t-butyl-benzyl chloride). The solvent is CCCCCC (hexane). Starting materials: C(#N)C=1C=C(C=CC1)N(C(=O)NC1CN(CCC1)CC1=CC=CC=C1)C1CCCCCC1 (N-(3-cyanophenyl)-N'-((N-benzyl)piperidin-3-yl)cycloheptyl-urea), ClC(=O)OC(C)Cl (α-chloroethyl chloroformate). Reaction conditions: time 2.5 hour. The product is C(#N)C=1C=C(C=CC1)N(C(=O)NC1CNCCC1)C1CCCCCC1 (N-(3-cyanophenyl)-N'-(piperidin-3-yl)cycloheptylurea). Isolated yield 104.8%. RXN SMILES: [C:1]([C:3]1[CH:4]=[C:5]([N:9]([CH:26]2[CH2:32][CH2:31][CH2:30][CH2:29][CH2:28][CH2:27]2)[C:10]([NH:12][CH:13]2[CH2:18][CH2:17][CH2:16][N:15](CC3C=CC=CC=3)[CH2:14]2)=[O:11])[CH:6]=[CH:7][CH:8]=1)#[N:2].ClC(OC(Cl)C)=O>>[C:1]([C:3]1[CH:4]=[C:5]([N:9]([CH:26]2[CH2:32][CH2:31][CH2:30][CH2:29][CH2:28][CH2:27]2)[C:10]([NH:12][CH:13]2[CH2:18][CH2:17][CH2:16][NH:15][CH2:14]2)=[O:11])[CH:6]=[CH:7][CH:8]=1)#[N:2]. Procedure details: A mixture of N-(3-cyanophenyl)-N'-((N-benzyl)piperidin-3-yl)cycloheptyl-urea (prepared in Example 60, 2.7 g, 6.98 mmol) and α-chloroethyl chloroformate (1.09 g, 7.65 mmol) was stirred at ambient temperature for 2.5 h, whereupon the reaction was complete as judged by TLC. The solvent was removed by evaporation in vacuo and was replaced with methanol (40 mL). The reaction was heated at reflux until all of the newly formed intermediate was consumed as indicated by TLC. Evaporation of the solvent ga... Yields the product CN(C)Cc1ccc(CSCCNC2=NS(=O)C(S(C)(=O)=O)=C2N)o1. Reaction SMILES: [CH2:15]([O:16][C:18]1=[N:19][S:20](=[O:28])[C:21]([S:24](=[O:25])(=[O:26])[CH3:27])=[C:22]1[NH2:23])[CH3:17].[CH3:1][N:2]([CH3:3])[CH2:4][c:5]1[cH:6][cH:7][c:8]([CH2:10][S:11][CH2:12][CH2:13][NH2:14])[o:9]1.[CH3:29][C:30]#[N:31]>>[CH3:1][N:2]([CH3:3])[CH2:4][c:5]1[cH:6][cH:7][c:8]([CH2:10][S:11][CH2:12][CH2:13][NH:14][C:18]2=[N:19][S:20](=[O:28])[C:21]([S:24](=[O:25])(=[O:26])[CH3:27])=[C:22]2[NH2:23])[o:9]1. Reactants: CCOC1=NS(=O)C(S(C)(=O)=O)=C1N, CN(C)Cc1ccc(CSCCN)o1, CC#N. Starting materials: Cl (hydrochloric acid), S1C(=CC=C1)C(C(=O)OC)(O)C=1SC=CC1 (methyl di-(2-thienyl)glycolate), CN1[C@@H]2CC(C[C@H]1[C@H]3[C@@H]2O3)O (scopine), [Na] (sodium). The solvent is C1(=CC=CC=C1)C (toluene). Reaction conditions: temperature 90 celsius, time 2.5 hour. Product: CN1[C@@H]2CC(C[C@H]1[C@H]3[C@@H]2O3)OC(=O)C(C4=CC=CS4)(C5=CC=CS5)O (Scopine di-(2-thienyl)glycolate). As a reaction SMILES: [S:1]1[CH:5]=[CH:4][CH:3]=[C:2]1[C:6]([C:12]1[S:13][CH:14]=[CH:15][CH:16]=1)([OH:11])[C:7]([O:9][CH3:10])=[O:8].[CH3:17][N:18]1[C@@H:23]2[C@@H:24]3[O:26][C@@H:25]3[C@H:19]1[CH2:20]C(O)[CH2:22]2.[Na].Cl>C1(C)C=CC=CC=1>[CH3:17][N:18]1[C@@H:23]2[C@@H:24]3[O:26][C@@H:25]3[C@H:19]1[CH2:20][CH:10]([O:9][C:7]([C:6]([OH:11])([C:12]1[S:13][CH:14]=[CH:15][CH:16]=1)[C:2]1[S:1][CH:5]=[CH:4][CH:3]=1)=[O:8])[CH2:22]2 |^1:27|. Reported procedure: 38.15 g (0.15 mole) of methyl di-(2-thienyl)glycolate and 23.28 g (0.15 mole) of scopine are mixed, 0.34 g (0.015 gram atom) of sodium is added and the mixture is melted in a heating bath at 90° C. under a water jet vacuum. The reaction lasts 2.5 hours. 100 ml of absolute toluene are then added and the mixture is stirred at a heating bath temperature of 90° C. until a solution is produced. The reaction solution is cooled to room temperature and stirred into a mixture of ice and hydrochloric acid... The reactants are resultant product, resultant solution, P(=O)(OCC)(OCC)OCC (triethyl phosphate), BrC[C@@H]1CC[C@H](CC1)[C@@H]1CC[Si@H](CC1)CCCCC (trans-4-(trans-4-bromomethylcyclohexyl)-1-pentyl-1-silacyclohexane). The reagents and catalysts are [Cu]I (copper (I) iodide). The solvent is C1CCOC1 (THF). Product: C(C)C1=CC=C(C=C1)CCCC[C@@H]1CC[C@H](CC1)[C@@H]1CC[Si@H](CC1)CCCCC (trans-4-(trans-4-(4-(4-ethylphenyl)butyl)cyclohexyl)-1-pentyl-1-silacyclohexane). Isolated yield 79.0%. As a reaction SMILES: P(O[CH2:10][CH3:11])(OCC)(OCC)=O.Br[CH2:13][C@H:14]1[CH2:19][CH2:18][C@H:17]([C@H:20]2[CH2:25][CH2:24][Si@H:23]([CH2:26][CH2:27][CH2:28][CH2:29][CH3:30])[CH2:22][CH2:21]2)[CH2:16][CH2:15]1>C1COCC1.[Cu]I>[CH2:20]([C:17]1[CH:18]=[CH:19][C:14]([CH2:13][CH2:10][CH2:11][CH2:13][C@H:14]2[CH2:19][CH2:18][C@H:17]([C@H:20]3[CH2:25][CH2:24][Si@H:23]([CH2:26][CH2:27][CH2:28][CH2:29][CH3:30])[CH2:22][CH2:21]3)[CH2:16][CH2:15]2)=[CH:15][CH:16]=1)[CH3:21]. Reported procedure: 22.7 g (0.1 mol) of 4-(3-bromopropyl)-1-ethylbenzene was dropped in a mixture of 2.5 g (0.11 mols) of magnesium and 300 ml of THF to obtain a Grignard reagent. The resultant solution was further dropped in a solution, in 500 ml of THF, of 0.5 g of triethyl phosphate, 0.1 g of copper (I) iodide and 34.5 g (0.1 mol) of trans-4-(trans-4-bromomethylcyclohexyl)-1-pentyl-1-silacyclohexane. The resultant product was subjected to ordinary aftertreatments to obtain trans-4-(trans-4-(4-(4-ethylphenyl)buty...